This data is from the Open Reaction Database (ORD), a public repository of structured organic reaction records. The task is: describe an organic reaction: reactants, conditions, products, and yield Starting materials: Fc1cc(Br)cc(Br)c1, CN(C)C=O, C[O-], [Na+]. The product is COc1cc(Br)cc(Br)c1. Reaction SMILES: [Br:4][c:5]1[cH:6][c:7]([F:12])[cH:8][c:9]([Br:11])[cH:10]1.[CH3:13][N:14]([CH3:15])[CH:16]=[O:17].[CH3:1][O-:2].[Na+:3]>>[CH3:1][O:2][c:7]1[cH:6][c:5]([Br:4])[cH:10][c:9]([Br:11])[cH:8]1.